The task is: describe an organic reaction: reactants, conditions, products, and yield. This data is from the Open Reaction Database (ORD), a public repository of structured organic reaction records. Reactants: COC1=C(C=C(C=C1C)N1S(C2=C(N(C1=O)CC1=C(C=C(C=C1F)F)F)C=CC=C2)(=O)=O)C (2-(4-methoxy-3,5-dimethylphenyl)-4-(2,4,6-trifluorobenzyl)-2H-1,2,4-benzothiadiazin-3(4H)-one 1,1-dioxide), B(Br)(Br)Br (boron tribromide), CCCCCC (hexane), C(=O)(O)[O-].[Na+] (NaHCO3). The solvent is C(Cl)Cl (DCM), CCOC(=O)C (EtOAc). The product is OC1=C(C=C(C=C1C)N1S(C2=C(N(C1=O)CC1=C(C=C(C=C1F)F)F)C=CC=C2)(=O)=O)C (2-(4-Hydroxy-3,5-dimethylphenyl)-4-(2,4,6-trifluorobenzyl)-2H-1,2,4-benzothiadiazin-3(4H)-one 1,1-dioxide). Yield: 57.1%. As a reaction SMILES: C[O:2][C:3]1[C:8]([CH3:9])=[CH:7][C:6]([N:10]2[C:15](=[O:16])[N:14]([CH2:17][C:18]3[C:23]([F:24])=[CH:22][C:21]([F:25])=[CH:20][C:19]=3[F:26])[C:13]3[CH:27]=[CH:28][CH:29]=[CH:30][C:12]=3[S:11]2(=[O:32])=[O:31])=[CH:5][C:4]=1[CH3:33].B(Br)(Br)Br.CCCCCC.C([O-])(O)=O.[Na+]>C(Cl)Cl.CCOC(C)=O>[OH:2][C:3]1[C:4]([CH3:33])=[CH:5][C:6]([N:10]2[C:15](=[O:16])[N:14]([CH2:17][C:18]3[C:19]([F:26])=[CH:20][C:21]([F:25])=[CH:22][C:23]=3[F:24])[C:13]3[CH:27]=[CH:28][CH:29]=[CH:30][C:12]=3[S:11]2(=[O:32])=[O:31])=[CH:7][C:8]=1[CH3:9] |f:3.4|. Procedure details: To a solution of (115) (0.2 g, 0.42 mmol) in DCM (5 mL) was added boron tribromide (1.0M solution in DCM, 0.46 mL, 0.46 mmol) at −70° C. The resulting mixture was stirred for approximately two h at rt with TLC monitoring (hexane:EtOAc, 1:1). The reaction mixture was poured into saturated aqueous NaHCO3 solution (50 mL), extracted with EtOAc (3×50 mL), and the combined organic layer was dried over Na2SO4 and concentrated in vacuo. Purification by trituration with DCM in pentane (1:9) yielded the ... The reactants are ClC1=C(OCCCCCC(=O)O)C=CC(=C1Cl)C(CCC)=O (6-(2,3-dichloro-4-butyrylphenoxy)hexanoic acid), Cl.CNC (dimethylamine hydrochloride), C=O (paraformaldehyde), C(C)(=O)O (acetic acid), ice water. Run in CN(C=O)C (N,N-dimethylformamide). The product is ClC1=C(OCCCCCC(=O)O)C=CC(=C1Cl)C(C(CC)=C)=O (6-[2,3-dichloro-4-(2-methylenebutyryl)phenoxy]hexanoic acid). As a reaction SMILES: [Cl:1][C:2]1[C:16]([Cl:17])=[C:15]([C:18](=[O:22])[CH2:19][CH2:20][CH3:21])[CH:14]=[CH:13][C:3]=1[O:4][CH2:5][CH2:6][CH2:7][CH2:8][CH2:9][C:10]([OH:12])=[O:11].Cl.[CH3:24]NC.C=O.C(O)(=O)C>CN(C)C=O>[Cl:1][C:2]1[C:16]([Cl:17])=[C:15]([C:18](=[O:22])[C:19](=[CH2:24])[CH2:20][CH3:21])[CH:14]=[CH:13][C:3]=1[O:4][CH2:5][CH2:6][CH2:7][CH2:8][CH2:9][C:10]([OH:12])=[O:11] |f:1.2|. Procedure details: A mixture of 6-(2,3-dichloro-4-butyrylphenoxy)hexanoic acid (9.5 g, 0.026 mole), dimethylamine hydrochloride (15 g, 0.184 mole), paraformaldehyde (2.8 g, 0.09 equiv.) and acetic acid (1 ml) were united and stirred and heated on a steam bath for two hours. The reaction mixture was treated with N,N-dimethylformamide (30 ml) and stirring and heating continued for another hour. The reaction mixture was poured into ice water and the solid that separated was removed by filtration, washed with water an... Reactants: CS(=O)(=O)C1=CC=C(C=C1)C=1C=CC2=C(CC(O2)C2CCN(CC2)C#N)C1 (4-[5-(4-methanesulfonyl-phenyl)-2,3-dihydro-benzofuran-2-yl]-piperidine-1-carbonitrile), ONC(=N)C1CC1 (N-hydroxy-cyclopropanecarboxamidine). Product: C1(CC1)C1=NOC(=N1)N1CCC(CC1)C1OC2=C(C1)C=C(C=C2)C2=CC=C(C=C2)S(=O)(=O)C (1-(3-Cyclopropyl-[1,2,4]oxadiazol-5-yl)-4-[5-(4-methanesulfonyl-phenyl)-2,3-dihydro-benzofuran-2-yl]-piperidine). Reaction SMILES: [CH3:1][S:2]([C:5]1[CH:10]=[CH:9][C:8]([C:11]2[CH:12]=[CH:13][C:14]3[O:18][CH:17]([CH:19]4[CH2:24][CH2:23][N:22]([C:25]#[N:26])[CH2:21][CH2:20]4)[CH2:16][C:15]=3[CH:27]=2)=[CH:7][CH:6]=1)(=[O:4])=[O:3].[OH:28][NH:29][C:30]([CH:32]1[CH2:34][CH2:33]1)=N>>[CH:32]1([C:30]2[N:26]=[C:25]([N:22]3[CH2:21][CH2:20][CH:19]([CH:17]4[CH2:16][C:15]5[CH:27]=[C:11]([C:8]6[CH:9]=[CH:10][C:5]([S:2]([CH3:1])(=[O:3])=[O:4])=[CH:6][CH:7]=6)[CH:12]=[CH:13][C:14]=5[O:18]4)[CH2:24][CH2:23]3)[O:28][N:29]=2)[CH2:34][CH2:33]1. Procedure details: The title compound is prepared from 4-[5-(4-methanesulfonyl-phenyl)-2,3-dihydro-benzofuran-2-yl]-piperidine-1-carbonitrile and N-hydroxy-cyclopropanecarboxamidine following a procedure analogous to that described in Example 2. LC (method 2): tR=1.08 min; Mass spectrum (ESI+): m/z=466 [M+H]+. Reactants: FC=1C=C2C3=C(N(C2=CC1)C)C(N(CC3C(=O)O)CC3=CC=CC=C3)=O ((±)-6-fluoro-9-methyl-1-oxo-2-(phenylmethyl)-2,3,4,9-tetrahydro-1H-pyrido[3,4-b]indole-4-carboxylic acid), C(=O)(N1C=NC=C1)N1C=NC=C1 (1,1'-carbonyldiimidazole), CNC (dimethylamine). Run in O1CCCC1 (tetrahydrofuran). Product: FC=1C=C2C3=C(N(C2=CC1)C)C(N(CC3C(=O)N(C)C)CC3=CC=CC=C3)=O ((±)-6-Fluoro-N,N,9-trimethyl-1-oxo-2-(phenylmethyl)-2,3,4,9-tetrahydro-1H-pyrido[3,4-b]indole-4-carboxamide). RXN SMILES: [F:1][C:2]1[CH:3]=[C:4]2[C:8](=[CH:9][CH:10]=1)[N:7]([CH3:11])[C:6]1[C:12](=[O:26])[N:13]([CH2:19][C:20]3[CH:25]=[CH:24][CH:23]=[CH:22][CH:21]=3)[CH2:14][CH:15]([C:16](O)=[O:17])[C:5]2=1.[C:27](N1C=CN=C1)([N:29]1C=CN=[CH:30]1)=O.CNC>O1CCCC1>[F:1][C:2]1[CH:3]=[C:4]2[C:8](=[CH:9][CH:10]=1)[N:7]([CH3:11])[C:6]1[C:12](=[O:26])[N:13]([CH2:19][C:20]3[CH:25]=[CH:24][CH:23]=[CH:22][CH:21]=3)[CH2:14][CH:15]([C:16]([N:29]([CH3:30])[CH3:27])=[O:17])[C:5]2=1. Procedure details: A solution of 4 g (11 mmol) of (±)-6-fluoro-9-methyl-1-oxo-2-(phenylmethyl)-2,3,4,9-tetrahydro-1H-pyrido[3,4-b]indole-4-carboxylic acid and 2.2 g (30 mmol) of 1,1'-carbonyldiimidazole in 200 ml of tetrahydrofuran is heated at 40° C. for 2 h. The reaction mixture is cooled and a large excess of liquefied dimethylamine is added and the mixture is allowed to stir for a few hours. The reactants are CCOC(=CC#N)NC, NCCCCc1ncccc1Cl. As a reaction SMILES: [C:13](#[N:14])[CH:15]=[C:16]([NH:17][CH3:18])[O:19][CH2:20][CH3:21].[Cl:1][c:2]1[c:3]([CH2:8][CH2:9][CH2:10][CH2:11][NH2:12])[n:4][cH:5][cH:6][cH:7]1>>[Cl:1][c:2]1[c:3]([CH2:8][CH2:9][CH2:10][CH2:11][NH:12][C:16](=[CH:15][C:13]#[N:14])[NH:17][CH3:18])[n:4][cH:5][cH:6][cH:7]1. Yields the product CNC(=CC#N)NCCCCc1ncccc1Cl. Starting materials: CC(=O)c1ccc2c(c1)C(C)(C)CC(=O)N2, [H-], CCCCCCI, [Na+], CN(C)C=O. The product is CCCCCCN1C(=O)CC(C)(C)c2cc(C(C)=O)ccc21. As a reaction SMILES: [C:3]([CH3:4])(=[O:5])[c:6]1[cH:7][c:8]2[c:13]([cH:14][cH:15]1)[NH:12][C:11](=[O:16])[CH2:10][C:9]2([CH3:17])[CH3:18].[H-:1].[I:19][CH2:20][CH2:21][CH2:22][CH2:23][CH2:24][CH3:25].[Na+:2].[O:26]=[CH:27][N:28]([CH3:29])[CH3:30]>>[C:3]([CH3:4])(=[O:5])[c:6]1[cH:7][c:8]2[c:13]([cH:14][cH:15]1)[N:12]([CH2:20][CH2:21][CH2:22][CH2:23][CH2:24][CH3:25])[C:11](=[O:16])[CH2:10][C:9]2([CH3:17])[CH3:18].